Dataset: the Open Reaction Database (ORD), a public repository of structured organic reaction records. Task: describe an organic reaction: reactants, conditions, products, and yield Starting materials: FC1=CC=CC(=C1)[N+](=O)[O-] (2-fluoro-4-nitrobenzene), C(C)N1CCNCC1 (1-ethylpiperazine). Solvent: O (H2O), C(Cl)Cl.CO (DCM MeOH). Yields the product C(C)N1CCN(CC1)C1=CC(=CC=C1)[N+](=O)[O-] (1-Ethyl-4-(3-nitro-phenyl)-piperazine). Yield: 85.9%. Reaction SMILES: F[C:2]1[CH:7]=[C:6]([N+:8]([O-:10])=[O:9])[CH:5]=[CH:4][CH:3]=1.[CH2:11]([N:13]1[CH2:18][CH2:17][NH:16][CH2:15][CH2:14]1)[CH3:12]>O.C(Cl)Cl.CO>[CH2:11]([N:13]1[CH2:18][CH2:17][N:16]([C:2]2[CH:3]=[CH:4][CH:5]=[C:6]([N+:8]([O-:10])=[O:9])[CH:7]=2)[CH2:15][CH2:14]1)[CH3:12] |f:3.4|. Reported procedure: A mixture of 2-fluoro-4-nitrobenzene (3.2 mL, 29.7 mmol) and 1-ethylpiperazine (7.6 mL, 59.4 mmol, 2 equiv) was heated to reflux for 117 h. After cooling to rt, the reaction mixture was diluted with H2O and DCM/MeOH, 9:1. The aqueous layer was separated and extracted with DCM/MeOH, 9:1. The organic phase was washed with brine, dried (Na2SO4), filtered and concentrated. Purification of the residue by silica gel column chromatography (DCM/MeOH, 1:0→95:5) afforded 6 g of the title compound as a bro... Reactants: C(=O)C=1C=C(C=CC1)C1=C(C=CC=C1)OC(F)(F)F (3-formyl-(2′-trifluoromethoxy-1,1′-biphenyl)), S1C(NC(C1)=O)=O (2,4-thiazolidinedione), N1CCCCC1 (piperidine), C(C1=CC=CC=C1)(=O)O (benzoic acid). The solvent is C1(=CC=CC=C1)C (toluene), O (water). Yields the product FC(OC1=C(C=CC=C1)C=1C=C(C=C2C(NC(S2)=O)=O)C=CC1)(F)F (5-(3-(2-trifluoromethoxyphenyl)benzylidene)thiazolidine-2,4-dione). As a reaction SMILES: [CH:1]([C:3]1[CH:4]=[C:5]([C:9]2[CH:14]=[CH:13][CH:12]=[CH:11][C:10]=2[O:15][C:16]([F:19])([F:18])[F:17])[CH:6]=[CH:7][CH:8]=1)=O.[S:20]1[CH2:24][C:23](=[O:25])[NH:22][C:21]1=[O:26].N1CCCCC1.C(O)(=O)C1C=CC=CC=1>C1(C)C=CC=CC=1.O>[F:17][C:16]([F:19])([F:18])[O:15][C:10]1[CH:11]=[CH:12][CH:13]=[CH:14][C:9]=1[C:5]1[CH:4]=[C:3]([CH:8]=[CH:7][CH:6]=1)[CH:1]=[C:24]1[S:20][C:21](=[O:26])[NH:22][C:23]1=[O:25]. Procedure: To a solution of 3-formyl-(2′-trifluoromethoxy-1,1′-biphenyl) (0.31 g, 1.16 mmol) and 2,4-thiazolidinedione (0.164 g, 1.4 mmol) in toluene (20 mL) were added piperidine (0.015 mL, 0.152 mmol) and benzoic acid (0.021 mg, 0.175 mmol), and the reaction was refluxed for 3 h with continuous removal of water. The solvent was then distilled off and the residue was crystallized from ether-pet ether to yield titled product as a solid.